Dataset: the Open Reaction Database (ORD), a public repository of structured organic reaction records. Task: describe an organic reaction: reactants, conditions, products, and yield The reactants are CS(=O)(=O)OCC[C@@H](CCCC)F ((R)-3-fluoroheptyl methanesulfonate), O[C@H](CC(=O)OC)CCCC (methyl (S)-3-hydroxyheptanoate), C(CCCCC)OC=1C=NC(=NC1)C1=CC(=C(C=C1)O)F (5-n-hexyloxy-2-(4-hydroxy-3-fluorophenyl)pyrimidine). Yields the product C(CCCCC)OC=1C=NC(=NC1)C1=CC=C(C=C1)OCC[C@@H](CCCC)F ((R)-5-Hexyloxy-2-[4-(3-fluoroheptyloxy)phenyl]pyrimidine). The yield is 48.5%. RXN SMILES: CS([O:5][CH2:6][CH2:7][C@H:8]([F:13])[CH2:9][CH2:10][CH2:11][CH3:12])(=O)=O.O[C@@H](CCCC)CC(OC)=O.[CH2:25]([O:31][C:32]1[CH:33]=[N:34][C:35]([C:38]2[CH:43]=[CH:42][C:41](O)=[C:40](F)[CH:39]=2)=[N:36][CH:37]=1)[CH2:26][CH2:27][CH2:28][CH2:29][CH3:30]>>[CH2:25]([O:31][C:32]1[CH:33]=[N:34][C:35]([C:38]2[CH:43]=[CH:42][C:41]([O:5][CH2:6][CH2:7][C@H:8]([F:13])[CH2:9][CH2:10][CH2:11][CH3:12])=[CH:40][CH:39]=2)=[N:36][CH:37]=1)[CH2:26][CH2:27][CH2:28][CH2:29][CH3:30]. Reported procedure: The titled compound was synthesized from (R)-3-fluoroheptyl methanesulfonate, derived from methyl (S)-3-hydroxyheptanoate (98.0% ee, [α]D20 =-8.71°), and 5-n-hexyloxy-2-(4-hydroxy-3-fluorophenyl)pyrimidine. Starting materials: peroxide, C(CN(CC(=O)O)CC(=O)O)N(CC(=O)O)CC(=O)O (ethylenediaminetetraacetic acid), OC1CC(N(C(C1)(C)C)O)(C)C (4-hydroxy-1-oxyl-2,2,6,6-tetramethylpiperidine), ferrous chloride, C(C)(C)(C)O (tert-butyl alcohol), N=O (nitroxyl), OO (hydrogen peroxide), C(C)(C)(C)O (tert-butyl alcohol). Solvent: O (water). Run at temperature 47.5 celsius, time 1 hour. Product: OC1CC(N(C(C1)(C)C)OCC(C)(C)O)(C)C (4-Hydroxy-1-(2-hydroxy-2-methylpropoxy)-2,2,6,6-tetramethylpiperidine). RXN SMILES: OO.C(N(CC(O)=O)CC(O)=O)CN(CC(O)=O)CC(O)=O.[OH:23][CH:24]1[CH2:29][C:28]([CH3:31])([CH3:30])[N:27]([OH:32])[C:26]([CH3:34])([CH3:33])[CH2:25]1.N=O.[C:37]([OH:41])([CH3:40])([CH3:39])[CH3:38]>O>[OH:23][CH:24]1[CH2:29][C:28]([CH3:30])([CH3:31])[N:27]([O:32][CH2:38][C:37]([OH:41])([CH3:40])[CH3:39])[C:26]([CH3:34])([CH3:33])[CH2:25]1. Reported procedure: A solution of 32.3 g (475 mmol) of 50% aqueous hydrogen peroxide mixed with 35 mL of tert-butyl alcohol is added over six hours at 45-50° C. to a mixture prepared by adding sequentially 0.362 g (1.2 mmol) of ethylenediaminetetraacetic acid, 55 mL of tert-butyl alcohol and 17.2 g (100 mmol) of 4-hydroxy-1-oxyl-2,2,6,6-tetramethylpiperidine to a solution of 0.80 g (4 mmol) of ferrous chloride dissolved in 5 mL of water. Analysis by gas chromatography shows 15% starting nitroxyl compound remains at... The reactants are C(CCC)[Li] (n-butyllithium), BrC1=CSC=C1 (3-bromothiophene), CC1CC(CCC1)=O (3-methylcyclohexanone). The solvent is CCCCCC (hexane), O1CCCC1 (tetrahydrofuran). Reaction conditions: temperature -78 celsius, time 1.5 hour. Yields the product S1C=C(C=C1)C1(CC(CCC1)C)O (1-(3-thienyl)-3-methylcyclohexanol). RXN SMILES: Br[C:2]1[CH:6]=[CH:5][S:4][CH:3]=1.C([Li])CCC.[CH3:12][CH:13]1[CH2:18][CH2:17][CH2:16][C:15](=[O:19])[CH2:14]1>O1CCCC1.CCCCCC>[S:4]1[CH:5]=[CH:6][C:2]([C:15]2([OH:19])[CH2:16][CH2:17][CH2:18][CH:13]([CH3:12])[CH2:14]2)=[CH:3]1. Reported procedure: A stirred solution of 36.3 g (0.223 mol) of 3-bromothiophene in 50 mL of dry tetrahydrofuran was cooled to -78° C. in a dry ice-acetone bath. To this solution was added dropwise 139.4 mL (14.3 g, 0.223 mol, 1.6 M in hexane) of n-butyllithium in hexane over 30 minutes. Upon complete addition, the reaction mixture was stirred at -78° C. for 1.5 hours, then 25.0 g 0.223 mol, of 3-methylcyclohexanone was added dropwise during 20 minutes. Upon complete addition, the reaction mixture was stirred at -7... Reactants: [H-].[Na+] (sodium hydride), C1(=CC=CC=C1)CCC(C(=O)OCC)C(=O)OCC (diethyl 2-(2-phenylethyl)malonate), Cl (hydrochloric acid), BrCC(=O)C1=CC=C(C=C1)Br (2-bromo-1-(4-bromophenyl)ethanone). Run in O1CCCC1 (tetrahydrofuran), O1CCCC1 (tetrahydrofuran), O1CCCC1 (tetrahydrofuran). Conditions: temperature 0 celsius, time 16 hour. The product is BrC1=CC=C(C=C1)C(CC(C(=O)OCC)(C(=O)OCC)CCC1=CC=CC=C1)=O (diethyl 2-[2-(4-bromophenyl)-2-oxoethyl]-2-(2-phenylethyl)malonate). The yield is 60.5%. RXN SMILES: [H-].[Na+].[C:3]1([CH2:9][CH2:10][CH:11]([C:17]([O:19][CH2:20][CH3:21])=[O:18])[C:12]([O:14][CH2:15][CH3:16])=[O:13])[CH:8]=[CH:7][CH:6]=[CH:5][CH:4]=1.Br[CH2:23][C:24]([C:26]1[CH:31]=[CH:30][C:29]([Br:32])=[CH:28][CH:27]=1)=[O:25].Cl>O1CCCC1>[Br:32][C:29]1[CH:30]=[CH:31][C:26]([C:24](=[O:25])[CH2:23][C:11]([CH2:10][CH2:9][C:3]2[CH:4]=[CH:5][CH:6]=[CH:7][CH:8]=2)([C:17]([O:19][CH2:20][CH3:21])=[O:18])[C:12]([O:14][CH2:15][CH3:16])=[O:13])=[CH:27][CH:28]=1 |f:0.1|. Procedure details: To a 500 mL 3-neck round-bottom flask equipped with an argon inlet and an addition funnel, was added sodium hydride (95%, 1.40 g, 58.3 mmol) followed by tetrahydrofuran (30 mL). The resulting suspension was then cooled to 0° C. and diethyl 2-(2-phenylethyl)malonate (14.0 g, 53.0 mmol) in tetrahydrofuran (20 mL) was added dropwise over 20 minutes. The cooling bath was removed and the reaction mixture was allowed to warm to rt over 45 minutes. A solution of 2-bromo-1-(4-bromophenyl)ethanone (14.72... The reactants are [N+](=O)([O-])C=1C=C(C=CC1)C(C)=NN (1-(3-nitrophenyl)-1-ethanone hydrazone), O1CCOCC1 (dioxan), C1(=CC=CC=C1)CCCN1C(CC(C1)=O)=O (1-(3-Phenylpropyl)-1H-pyrrole-2,4-dione). The reagents and catalysts are [O-2].[Mn+4].[O-2] (manganese (IV) oxide). Reaction conditions: time 30 minute. The product is CC1(C2C(N(C(C12)=O)CCCC1=CC=CC=C1)=O)C1=C(C=CC=C1)[N+](=O)[O-] (6-Methyl-6-(2-nitrophenyl)-3-(3-phenylpropyl)-3-azabicyclo[3.1.0]hexane-2,4-dione). The yield is 65.0%. As a reaction SMILES: [N+:1]([C:4]1[CH:5]=[C:6](C(=NN)C)[CH:7]=[CH:8][CH:9]=1)([O-:3])=[O:2].[C:14]1([CH2:20][CH2:21][CH2:22][N:23]2[CH2:27][C:26](=O)[CH2:25][C:24]2=[O:29])[CH:19]=[CH:18][CH:17]=[CH:16][CH:15]=1.[O:30]1[CH2:35][CH2:34]OCC1>[O-2].[Mn+4].[O-2]>[CH3:27][C:26]1([C:5]2[CH:6]=[CH:7][CH:8]=[CH:9][C:4]=2[N+:1]([O-:3])=[O:2])[CH:34]2[CH:25]1[C:24](=[O:29])[N:23]([CH2:22][CH2:21][CH2:20][C:14]1[CH:15]=[CH:16][CH:17]=[CH:18][CH:19]=1)[C:35]2=[O:30] |f:3.4.5|. Reported procedure: To a solution of 1-(3-nitrophenyl)-1-ethanone hydrazone (Preparation 135, 100 g, 0.56 mol) in dioxan (1 l) was added manganese (IV) oxide (200 g, 2.3 mol) and the reaction mixture was stirred at room temperature for 30 min. The suspension was filtered through Celite™ washing with dioxan (ca. 200 ml). 1-(3-Phenylpropyl)-1H-pyrrole-2,4-dione (Preparation 80, 110 g, 0.54 mol) was added to the filtrate and the reaction mixture was stirred at room temperature for 4 h before heating under reflux for 1... The product is O=C(O)COc1ccc(Sc2cc(O)cc(C#Cc3ccc(Cl)cc3)c2)cc1Cl. Reactants: CCOC(=O)COc1ccc(Sc2cc(O)cc(C#Cc3ccc(Cl)cc3)c2)cc1Cl, CCO, Cl, [Na+], [OH-]. RXN SMILES: [CH2:1]([CH3:2])[O:3][C:4]([CH2:5][O:6][c:7]1[c:8]([Cl:30])[cH:9][c:10]([S:13][c:14]2[cH:15][c:16]([C:21]#[C:22][c:23]3[cH:24][cH:25][c:26]([Cl:29])[cH:27][cH:28]3)[cH:17][c:18]([OH:20])[cH:19]2)[cH:11][cH:12]1)=[O:31].[CH3:35][CH2:36][OH:37].[ClH:34].[Na+:33].[OH-:32]>>[O:3]=[C:4]([CH2:5][O:6][c:7]1[c:8]([Cl:30])[cH:9][c:10]([S:13][c:14]2[cH:15][c:16]([C:21]#[C:22][c:23]3[cH:24][cH:25][c:26]([Cl:29])[cH:27][cH:28]3)[cH:17][c:18]([OH:20])[cH:19]2)[cH:11][cH:12]1)[OH:31]. The reactants are TEA, C(C)(C)(C)OC(=O)OC(=O)OC(C)(C)C (di-tert-butyldicarbonate), [Si](C)(C)(C(C)(C)C)O[C@@H]([C@H](CC1COCC1)N[S@@](=O)C(C)(C)C)CO[Si](C)(C)C(C)(C)C ((S)-N-((2S,3S)-3,4-bis(tert-butyldimethylsilyloxy)-1-(tetrahydrofuran-3-yl)butan-2-yl)-2-methylpropane-2-sulfinamide), Cl (HCl). Solvent: C(Cl)Cl (DCM), CO (MeOH). Conditions: time 1 hour. Product: [Si](C)(C)(C(C)(C)C)O[C@@H]([C@H](C[C@@H]1COCC1)NC(OC(C)(C)C)=O)CO (tert-butyl(2S,3S)-3(tert-butyldimethylsilyloxy)-4-hydroxy-1-((S)-tetrahydrofuran-3-yl)butan-2-ylcarbamate), [Si](C)(C)(C(C)(C)C)O[C@@H]([C@H](C[C@H]1COCC1)NC(OC(C)(C)C)=O)CO (Tert-butyl(2S,3S)-3 (tert-butyldimethylsilyloxy)-4-hydroxy-1-((R)-tetrahydrofuran-3-yl)butan-2-ylcarbamate). As a reaction SMILES: [Si:1]([O:8][C@H:9]([CH2:24][O:25][Si](C(C)(C)C)(C)C)[C@@H:10]([NH:17][S@](C(C)(C)C)=O)[CH2:11][CH:12]1[CH2:16][CH2:15][O:14][CH2:13]1)([C:4]([CH3:7])([CH3:6])[CH3:5])([CH3:3])[CH3:2].Cl.[C:34]([O:38][C:39](O[C:42]([O:44][C:45]([CH3:48])([CH3:47])[CH3:46])=[O:43])=[O:40])([CH3:37])([CH3:36])[CH3:35]>CO.C(Cl)Cl>[Si:1]([O:8][C@H:9]([CH2:24][OH:25])[C@@H:10]([NH:17][C:39](=[O:40])[O:38][C:34]([CH3:37])([CH3:36])[CH3:35])[CH2:11][C@H:12]1[CH2:16][CH2:15][O:14][CH2:13]1)([C:4]([CH3:5])([CH3:6])[CH3:7])([CH3:2])[CH3:3].[Si:1]([O:8][C@H:9]([CH2:24][OH:25])[C@@H:10]([NH:17][C:42](=[O:43])[O:44][C:45]([CH3:46])([CH3:47])[CH3:48])[CH2:11][C@@H:12]1[CH2:16][CH2:15][O:14][CH2:13]1)([C:4]([CH3:6])([CH3:7])[CH3:5])([CH3:3])[CH3:2]. Reported procedure: A solution of (S)-N-((2S,3S)-3,4-bis(tert-butyldimethylsilyloxy)-1-(tetrahydrofuran-3-yl)butan-2-yl)-2-methylpropane-2-sulfinamide (1.5 g, 3.0 mmol) in dry MeOH (30 mL) was brought to −20° C. followed by the addition of 10% HCl (100 mL, MeOH/acetyl chloride) and the resulting mixture was stirred at −20 C for 1 h. The mixture was quenched with 10% Na2CO3 and extracted with DCM (8×). The combined organics were dried over Na2CO4, filtered, concentrated and colorless oil obtained was dissolved in DC...